From a dataset of the Open Reaction Database (ORD), a public repository of structured organic reaction records. describe an organic reaction: reactants, conditions, products, and yield The reactants are [OH-].[Li+] (lithium hydroxide), ClC1=C(NC(=C1Cl)C)C(=O)NC1CCN(CC1)C1=CC(=NC(=N1)N1CCOCC1)C(=O)OC (Methyl 6-(4-{[(3,4-dichloro-5-methyl-1H-pyrrol-2-yl)carbonyl]amino}piperidin-1-yl)-2-morpholin-4-ylpyrimidine-4-carboxylate), Cl (HCl). Run in CO (MeOH). Run at time 3 hour. Yields the product ClC1=C(NC(=C1Cl)C)C(=O)NC1CCN(CC1)C1=CC(=NC(=N1)N1CCOCC1)C(=O)O (6-(4-{[(3,4-Dichloro-5-methyl-1H-pyrrol-2-yl)carbonyl]amino}piperidin-1-yl)-2-morpholin-4-ylpyrimidine-4-carboxylic acid). Yield: 92.0%. RXN SMILES: [Cl:1][C:2]1[C:6]([Cl:7])=[C:5]([CH3:8])[NH:4][C:3]=1[C:9]([NH:11][CH:12]1[CH2:17][CH2:16][N:15]([C:18]2[N:23]=[C:22]([N:24]3[CH2:29][CH2:28][O:27][CH2:26][CH2:25]3)[N:21]=[C:20]([C:30]([O:32]C)=[O:31])[CH:19]=2)[CH2:14][CH2:13]1)=[O:10].[OH-].[Li+].Cl>CO>[Cl:1][C:2]1[C:6]([Cl:7])=[C:5]([CH3:8])[NH:4][C:3]=1[C:9]([NH:11][CH:12]1[CH2:13][CH2:14][N:15]([C:18]2[N:23]=[C:22]([N:24]3[CH2:25][CH2:26][O:27][CH2:28][CH2:29]3)[N:21]=[C:20]([C:30]([OH:32])=[O:31])[CH:19]=2)[CH2:16][CH2:17]1)=[O:10] |f:1.2|. Procedure details: Methyl 6-(4-{[(3,4-dichloro-5-methyl-1H-pyrrol-2-yl)carbonyl]amino}piperidin-1-yl)-2-morpholin-4-ylpyrimidine-4-carboxylate (Example 9, 224 mg, 0.45 mmol) was dissolved in MeOH (5 ml). 2 N lithium hydroxide (2 ml) was added and the reaction was stirred at room temperature for 3 h. The mixture was acidified with 1 N HCl and was extracted with EtOAc (3×50 ml), dried over Na2SO4 and concentrated in vacuo to provide 200 mg of the title compound.